describe an organic reaction: reactants, conditions, products, and yield From a dataset of the Open Reaction Database (ORD), a public repository of structured organic reaction records. Reactants: [S] (sulfur), O1CCCC1 (tetrahydrofuran), C(C)(C)OC([C@@H](NC(C1=C(C=CC=C1Cl)Cl)=O)CC1=CC=C(C=C1)[N+](=O)[O-])=O (Nα-(2,6-dichlorobenzoyl)-4-nitro-L-phenylalanine isopropyl ester), Pt—S, [H][H] (hydrogen). The reagents and catalysts are [Pt] (platinum). The solvent is CC(C)O (2-propanol). Conditions: temperature 10 celsius. Product: C(C)(C)OC([C@@H](NC(C1=C(C=CC=C1Cl)Cl)=O)CC1=CC=C(C=C1)N)=O (4-amino-Nα-(2,6-dichlorobenzoyl)-L-phenylalanine isopropyl ester). As a reaction SMILES: O1CCCC1.[CH:6]([O:9][C:10](=[O:33])[C@H:11]([CH2:23][C:24]1[CH:29]=[CH:28][C:27]([N+:30]([O-])=O)=[CH:26][CH:25]=1)[NH:12][C:13](=[O:22])[C:14]1[C:19]([Cl:20])=[CH:18][CH:17]=[CH:16][C:15]=1[Cl:21])([CH3:8])[CH3:7].[S].[H][H]>[Pt].CC(O)C>[CH:6]([O:9][C:10](=[O:33])[C@H:11]([CH2:23][C:24]1[CH:25]=[CH:26][C:27]([NH2:30])=[CH:28][CH:29]=1)[NH:12][C:13](=[O:22])[C:14]1[C:15]([Cl:21])=[CH:16][CH:17]=[CH:18][C:19]=1[Cl:20])([CH3:8])[CH3:7] |^3:33|. Reported procedure: To 80 mL of tetrahydrofuran, there was added 31.3 g (content: about 50 wt %) of the wet crystals of Nα-(2,6-dichlorobenzoyl)-4-nitro-L-phenylalanine isopropyl ester at room temperature in a nitrogen gas atmosphere and the mixture was then stirred. To the mixture, there were added 80 mL of 2-propanol and 0.86 g of 3% Pt—S/C (wet product, obtained by applying platinum onto carbon and then poisoning the same with sulfur), hydrogen gas was then introduced into the reaction system and the reaction sy... Starting materials: CC(=O)O, Cc1cc([N+](=O)[O-])c(C)c([N+](=O)[O-])c1, [Fe]. The product is Cc1cc(N)c(C)c([N+](=O)[O-])c1. RXN SMILES: [C:15]([OH:16])(=[O:17])[CH3:18].[CH3:1][c:2]1[c:3]([N+:12]([O-:13])=[O:14])[cH:4][c:5]([CH3:11])[cH:6][c:7]1[N+:8](=[O:9])[O-:10].[Fe:19]>>[CH3:1][c:2]1[c:3]([NH2:12])[cH:4][c:5]([CH3:11])[cH:6][c:7]1[N+:8](=[O:9])[O-:10].